From a dataset of the Open Reaction Database (ORD), a public repository of structured organic reaction records. describe an organic reaction: reactants, conditions, products, and yield Starting materials: C(C)OC(C(C)(C)OC1=CC=C(C=C1)OCCC=1N=C(OC1C)C1=CC=C(C=C1)O)=O (2-(4-{2-[2-(4-hydroxy-phenyl)-5-methyl-oxazol-4-yl]-ethoxy}-phenoxy)-2-methyl-propionic acid ethyl ester), C1(CCCCC1)O (cyclohexanol), C1(=CC=CC=C1)P(C1=CC=CC=C1)C1=CC=CC=C1 (triphenyl phosphine), N(=NC(=O)OC(C)C)C(=O)OC(C)C (diisopropyl azodicarboxylate). The solvent is C1CCOC1 (THF), C1CCOC1 (THF). Reaction conditions: time 18 hour. Product: C(C)OC(C(C)(C)OC1=CC=C(C=C1)OCCC=1N=C(OC1C)C1=CC=C(C=C1)OC1CCCCC1)=O (2-(4-{2-[2-(4-cyclohexyloxy-phenyl)-5-methyl-oxazol-4-yl]-ethoxy}-phenoxy)-2-methyl-propionic acid ethyl ester). The yield is 47.4%. As a reaction SMILES: [CH2:1]([O:3][C:4](=[O:31])[C:5]([O:8][C:9]1[CH:14]=[CH:13][C:12]([O:15][CH2:16][CH2:17][C:18]2[N:19]=[C:20]([C:24]3[CH:29]=[CH:28][C:27]([OH:30])=[CH:26][CH:25]=3)[O:21][C:22]=2[CH3:23])=[CH:11][CH:10]=1)([CH3:7])[CH3:6])[CH3:2].[CH:32]1(O)[CH2:37][CH2:36][CH2:35][CH2:34][CH2:33]1.C1(P(C2C=CC=CC=2)C2C=CC=CC=2)C=CC=CC=1.N(C(OC(C)C)=O)=NC(OC(C)C)=O>C1COCC1>[CH2:1]([O:3][C:4](=[O:31])[C:5]([O:8][C:9]1[CH:10]=[CH:11][C:12]([O:15][CH2:16][CH2:17][C:18]2[N:19]=[C:20]([C:24]3[CH:29]=[CH:28][C:27]([O:30][CH:32]4[CH2:37][CH2:36][CH2:35][CH2:34][CH2:33]4)=[CH:26][CH:25]=3)[O:21][C:22]=2[CH3:23])=[CH:13][CH:14]=1)([CH3:7])[CH3:6])[CH3:2]. Reported procedure: To a 0° C. solution of 2-(4-{2-[2-(4-hydroxy-phenyl)-5-methyl-oxazol-4-yl]-ethoxy}-phenoxy)-2-methyl-propionic acid ethyl ester (0.60 g, 1.41 mmol), cyclohexanol (0.212 g, 2.11 mmol) and triphenyl phosphine (0.55 g, 2.10 mmol) in THF (18 mL) was added diisopropyl azodicarboxylate (0.43 g, 2.12 mmol) in THF (2 mL). The reaction was warmed to room temperature and stirred under N2 for 18 h. Silica gel was added directly to the reaction mixture and the solvent removed in vacuo to absorb the crude pr... Reactants: NC1=CC=CC=C1 (aniline), C(C)(C)(C)ON=O (t-butylnitrite), C(C)(C)(C)ON=O (t-butylnitrite), C(C=C)Br (allyl bromide), NC1=CC=C(C#N)C=C1 (4-aminobenzonitrile), C(C)(C)(C)ON=O (t-butylnitrite). Solvent: CC#N (CH3CN). Conditions: temperature 43 celsius. Yields the product C(C=C)C1=CC=C(C#N)C=C1 (4-allyl-benzonitrile). Yield: 37.2%. Reaction SMILES: [C:1](ON=O)(C)([CH3:3])[CH3:2].C(Br)C=C.N[C:13]1[CH:20]=[CH:19][C:16]([C:17]#[N:18])=[CH:15][CH:14]=1.NC1C=CC=CC=1>CC#N>[CH2:3]([C:13]1[CH:20]=[CH:19][C:16]([C:17]#[N:18])=[CH:15][CH:14]=1)[CH:1]=[CH2:2]. Procedure: To a solution of t-butylnitrite (535 μl, 4.5 mmol) and allyl bromide (3.9 ml, 45.0 mmol) in CH3CN (3 ml), 4-aminobenzonitrile (354 mg, 3.0 mmol) was added during 20 minutes, while maintaining the temperature of the reaction mixture at 42-44° C. At the end of the addition of the aniline, extra t-butylnitrite (180 μl, 1.5 mmol) was added to the reaction mixture which then was stirred at 50° C. for three hours during which extra t-butylnitrite (180 μl, 1.5 mmol) was added. The volatile material in ... Starting materials: BrC1=CC(=C(C(=O)O)C=C1)Cl (4-bromo-2-chlorobenzoic acid). Solvent: C1CCOC1 (THF). The product is BrC1=CC(=C(C=C1)CO)Cl ((4-bromo-2-chlorophenyl)methanol). Reaction SMILES: [Br:1][C:2]1[CH:10]=[CH:9][C:5]([C:6](O)=[O:7])=[C:4]([Cl:11])[CH:3]=1>C1COCC1>[Br:1][C:2]1[CH:10]=[CH:9][C:5]([CH2:6][OH:7])=[C:4]([Cl:11])[CH:3]=1. Procedure: To a stirring solution of 4-bromo-2-chlorobenzoic acid (11.1 g, 47 mmol) in THF (100 mL) at 0° C. under nitrogen was added borane-methyl sulfide complex (9.4 ml, 94 mmol) via syringe over 10 min. Gas evolution quite evident. Ice bath removed, and once gas evolution subsided reaction gently heated to reflux for 1 h. Reaction slowly quenched with MeOH (50 mL) and 2M HCl (20 mL). Aqueous extracted with 9:1 CHCl3/IPA (150 mL). Organic dried with sat NH4Cl, MgSO4, then concentrated to a colorless oil... Starting materials: OC1=C(C=C(C=C1)C1=NN=C(S1)[C@@]1(N(C(OC1)(C)C)C(=O)OC(C)(C)C)C)C(F)(F)F ((R)-tert-Butyl 4-(5-(4-hydroxy-3-(trifluoromethyl)phenyl)-1,3,4-thiadiazol-2-yl)-2,2,4-trimethyloxazolidine-3-carboxylate), C(C)#N.O (acetonitrile H2O). Yields the product N[C@](CO)(C)C=1SC(=NN1)C1=CC(=C(C=C1)OCCCCCCCCC)C(F)(F)F ((S)-2-Amino-2-(5-(4-(nonyloxy)-3-(trifluoromethyl)phenyl)-1,3,4-thiadiazole-2-yl)propan-1-ol). As a reaction SMILES: [OH:1][C:2]1[CH:7]=[CH:6][C:5]([C:8]2[S:12][C:11]([C@@:13]3([CH3:27])[CH2:17][O:16]C(C)(C)[N:14]3C(OC(C)(C)C)=O)=[N:10][N:9]=2)=[CH:4][C:3]=1[C:28]([F:31])([F:30])[F:29].[C:32](#N)[CH3:33].O>>[NH2:14][C@@:13]([C:11]1[S:12][C:8]([C:5]2[CH:6]=[CH:7][C:2]([O:1][CH2:6][CH2:7][CH2:2][CH2:3][CH2:4][CH2:5][CH2:8][CH2:32][CH3:33])=[C:3]([C:28]([F:31])([F:30])[F:29])[CH:4]=2)=[N:9][N:10]=1)([CH3:27])[CH2:17][OH:16] |f:1.2|. Procedure details: The title compound was prepared from protected phenyl-thiadiazole 6a in 90% (579 mg) yield. HPLC retention time on a C8(2) column (30×50 mm, 3 μL) is 1.68 min with gradient 50-98% acetonitrile-H2O (0.1% TFA) in 3.5 min as mobile phase. MS (ESI, M+H+)=446.2; 1H NMR (400 MHz, DMSO-d6) δ 8.21 (dd, 1H, J=9.0 Hz, J=2.0 Hz), 8.15 (d, 1H, J=2.0 Hz), 7.45 (d, 1H, J=8.4), 4.21 (t, 2H, J=6.2 Hz), 3.74-3.85 (m, 3H), 1.68-1.77 (m, 5H), 1.25-1.45 (m, 12H), 0.849 (t, 3H, J=6.4).